This data is from the Open Reaction Database (ORD), a public repository of structured organic reaction records. The task is: describe an organic reaction: reactants, conditions, products, and yield Starting materials: C(C)C(=CC(C=O)=NO)C(C)[N+](=O)[O-] (4-ethyl-2-hydroxyimino-5-nitro-3-hexenal), [BH4-].[Na+] (sodium borohydride), Cl (hydrochloric acid). The solvent is C(C)O (ethanol). Product: C(C)C(=CC(CO)=NO)C(C)[N+](=O)[O-] (4-ethyl-2-hydroxyimino-5-nitro-3-hexen-1-ol). Yield: 79.2%. RXN SMILES: [CH2:1]([C:3]([CH:10]([N+:12]([O-:14])=[O:13])[CH3:11])=[CH:4][C:5](=[N:8][OH:9])[CH:6]=[O:7])[CH3:2].[BH4-].[Na+].Cl>C(O)C>[CH2:1]([C:3]([CH:10]([N+:12]([O-:14])=[O:13])[CH3:11])=[CH:4][C:5](=[N:8][OH:9])[CH2:6][OH:7])[CH3:2] |f:1.2|. Reported procedure: To a solution of 4-ethyl-2-hydroxyimino-5-nitro-3-hexenal (100 mg) in dry ethanol (10 ml) was added sodium borohydride (15 mg) at 0° C. with stirring. The resulting mixture was stirred at the same temperature for 10 minutes and 1N hydrochloric acid was added thereto. The reaction mixture was extracted with ethyl acetate and the extract was washed with successively with water, an aqueous sodium bicarbonate solution and brine, dried over magnesium sulfate, and then evaporated to dryness in vacuo t...